Dataset: the Open Reaction Database (ORD), a public repository of structured organic reaction records. Task: describe an organic reaction: reactants, conditions, products, and yield The reactants are [H-].C(C(C)C)[Al+]CC(C)C (Diisobutylaluminum hydride), C(C)(C)(C)OC(=O)N[C@H]1C=2N(C[C@@H](CC1)C1=C(C(=CC=C1)F)F)C(=CN2)CC(=O)OC (methyl [(6S,9R)-9-[(tert-butoxycarbonyl)amino]-6-(2,3-difluorophenyl)-6,7,8,9-tetrahydro-5H-imidazo[1,2-a]azepin-3-yl]acetate), C(=O)([O-])C(O)C(O)C(=O)[O-].[Na+].[K+] (potassium sodium tartrate). The solvent is ClCCl (dichloromethane). Conditions: time 1 hour. Product: FC1=C(C=CC=C1F)[C@@H]1CC[C@H](C=2N(C1)C(=CN2)CCO)NC(OC(C)(C)C)=O (tert-Butyl (6S,9R)-6-(2,3-difluorophenyl)-3-(2-hydroxyethyl)-6,7,8,9-tetrahydro-5H-imidazo[1,2-a]azepin-9-ylcarbamate). Yield: 71.3%. As a reaction SMILES: [H-].C([Al+]CC(C)C)C(C)C.[C:11]([O:15][C:16]([NH:18][C@@H:19]1[CH2:25][CH2:24][C@@H:23]([C:26]2[CH:31]=[CH:30][CH:29]=[C:28]([F:32])[C:27]=2[F:33])[CH2:22][N:21]2[C:34]([CH2:37][C:38](OC)=[O:39])=[CH:35][N:36]=[C:20]12)=[O:17])([CH3:14])([CH3:13])[CH3:12].C(C(C(C([O-])=O)O)O)([O-])=O.[Na+].[K+]>ClCCl>[F:33][C:27]1[C:28]([F:32])=[CH:29][CH:30]=[CH:31][C:26]=1[C@H:23]1[CH2:22][N:21]2[C:34]([CH2:37][CH2:38][OH:39])=[CH:35][N:36]=[C:20]2[C@H:19]([NH:18][C:16](=[O:17])[O:15][C:11]([CH3:13])([CH3:12])[CH3:14])[CH2:25][CH2:24]1 |f:0.1,3.4.5|. Procedure details: Diisobutylaluminum hydride (1.0 M in hexanes; 3.77 mL, 3.77 mmol) was added to a solution of methyl [(6S,9R)-9-[(tert-butoxycarbonyl)amino]-6-(2,3-difluorophenyl)-6,7,8,9-tetrahydro-5H-imidazo[1,2-a]azepin-3-yl]acetate (328 mg, 0.75 mmol) in dichloromethane (12 mL) at 0° C. After 1 h, saturated aqueous potassium sodium tartrate was added, and the mixture was extracted with ethyl acetate. The organic layer was washed with brine, dried over magnesium sulfate, filtered and concentrated. Purificatio...